This data is from the Open Reaction Database (ORD), a public repository of structured organic reaction records. The task is: describe an organic reaction: reactants, conditions, products, and yield Starting materials: NCCOCCO (2-(2-aminoethoxy)ethanol), O=C1C=2N=CN(C2N=CN1)CCC(=O)OCC (3-(1,6-dihydro-6-oxo-9H-purin-9-yl)propionic acid, ethyl ester). Product: O=C1C=2N=CN(C2N=CN1)CCC(=O)NCCOCCO (3-(1,6-dihydro-6-oxo-9H-purin-9-yl)-N-[2-(2-hydroxyethoxy)ethyl]propanamide). Run in C(C)#N (acetonitrile). Yield: 84.7%. Reaction SMILES: [NH2:1][CH2:2][CH2:3][O:4][CH2:5][CH2:6][OH:7].[O:8]=[C:9]1[NH:17][CH:16]=[N:15][C:14]2[N:13]([CH2:18][CH2:19][C:20](OCC)=[O:21])[CH:12]=[N:11][C:10]1=2>C(#N)C>[O:8]=[C:9]1[NH:17][CH:16]=[N:15][C:14]2[N:13]([CH2:18][CH2:19][C:20]([NH:1][CH2:2][CH2:3][O:4][CH2:5][CH2:6][OH:7])=[O:21])[CH:12]=[N:11][C:10]1=2. Procedure: 0.500 g (4.76 mmol) of 2-(2-aminoethoxy)ethanol was heated with 0.250 g (1.06 mmol) of 3-(1,6-dihydro-6-oxo-9H-purin-9-yl)propionic acid, ethyl ester (AIT-0027) in a 10 ml round bottom flask at 120° C. for one hour. The solution was treated with 8 ml of acetonitrile and stirred vigorously for 20 minutes. The white precipitate was obtained by filtration and was washed with acetonitrile and then with ether. Upon drying, 265 mg of 3-(1,6-dihydro-6-oxo-9H-purin-9-yl)-N-[2-(2-hydroxyethoxy)ethyl]prop... Conditions: time 20 minute. Run in C(Cl)Cl (methylene chloride). Yields the product FC(C=1C=C(C=CC1)C1OC(CN1C(CCC)=O)CC)(F)F (2-(m-Trifluoromethylphenyl)-3-butyroyl-5-ethyl-1,3-oxazolidine). RXN SMILES: [F:1][C:2]([F:17])([F:16])[C:3]1[CH:4]=[C:5]([CH:9]2[NH:13][CH2:12][CH:11]([CH2:14][CH3:15])[O:10]2)[CH:6]=[CH:7][CH:8]=1.N1C=CC=CC=1.[C:24](Cl)(=[O:28])[CH2:25][CH2:26][CH3:27]>C(Cl)Cl>[F:17][C:2]([F:1])([F:16])[C:3]1[CH:4]=[C:5]([CH:9]2[N:13]([C:24](=[O:28])[CH2:25][CH2:26][CH3:27])[CH2:12][CH:11]([CH2:14][CH3:15])[O:10]2)[CH:6]=[CH:7][CH:8]=1. The reactants are FC(C=1C=C(C=CC1)C1OC(CN1)CC)(F)F (2-(m-trifluoromethylphenyl)-5-ethyl-1,3-oxazolidine), N1=CC=CC=C1 (pyridine), C(CCC)(=O)Cl (butyroyl chloride). Procedure: Four and seven-tenths grams of 2-(m-trifluoromethylphenyl)-5-ethyl-1,3-oxazolidine was combined with 1.6 g of pyridine in 25 ml of methylene chloride and 2.0 g of butyroyl chloride was added dropwise. The mixture was allowed to stir overnight. The mixture was washed with 50 ml of 5% NaOH and 200 ml of water, dried and stripped on the rotary evaporator. Yield was 6.3 g, nD30 1.5015. The structure was confirmed by NMR and infrared spectroscopy. Reaction conditions: time 8 hour. The reactants are CC=1C=NN(C1)C1=CC=C(C(=O)Cl)C=C1 (4-(4-methylpyrazol-1-yl)benzoyl chloride), ice, C=1C=CN2C1CNC1=C(C2)C=CC=C1 (10,11-dihydro-5H-pyrrolo[2,1-c][1,4]benzodiazepine), C(C)(C)N(CC)C(C)C (diisopropylethylamine). Run in ClCCl (dichloromethane). Conditions: time 18 hour. The product is CC=1C=NN(C1)C1=CC=C(C=C1)C(=O)N1C=C2N(CC3=C1C=CC=C3)C=CC2 ([4-(4-Methyl-pyrazol-1-yl)-phenyl]-(5H,1H-pyrrolo[2,1-c][1,4]-benzodiazepin-10-yl)-methanone). Isolated yield 62.5%. RXN SMILES: [CH3:1][C:2]1[CH:3]=[N:4][N:5]([C:7]2[CH:15]=[CH:14][C:10]([C:11](Cl)=[O:12])=[CH:9][CH:8]=2)[CH:6]=1.[CH:16]1[CH:17]=[CH:18][N:19]2[CH2:25][C:24]3[CH:26]=[CH:27][CH:28]=[CH:29][C:23]=3[NH:22][CH2:21][C:20]=12.C(N(C(C)C)CC)(C)C>ClCCl>[CH3:1][C:2]1[CH:3]=[N:4][N:5]([C:7]2[CH:15]=[CH:14][C:10]([C:11]([N:22]3[C:23]4[CH:29]=[CH:28][CH:27]=[CH:26][C:24]=4[CH2:25][N:19]4[CH:18]=[CH:17][CH2:16][C:20]4=[CH:21]3)=[O:12])=[CH:9][CH:8]=2)[CH:6]=1. Procedure details: The 4-(4-methylpyrazol-1-yl)benzoyl chloride (0.72 g) was added to an ice-cooled solution of 10,11-dihydro-5H-pyrrolo[2,1-c][1,4]benzodiazepine (0.60 g) and diisopropylethylamine (0.48 g) in dichloromethane (25 ml). After stirring at room temperature for 18 hours, the reaction mixture was washed with water and saturated aqueous sodium bicarbonate. The dichloromethane solution was dried over anhydrous sodium sulfate and filtered through a short column of hydrous sodium magnesium silicate and furt... Reactants: N,N,N′,N′-tetramethyl-o-(1H-benzotriazol-1-yl)uronium tetrafluoroborate, BrC=1C=C(C(=C(C(=O)O)C1)OC=1C=NC(=CC1)Cl)F (5-bromo-2-(6-chloropyridin-3-yloxy)-3-fluorobenzoic acid), C(C)NCC (diethylamine). Solvent: C(Cl)Cl (CH2Cl2). Run at time 5 hour. Yields the product BrC=1C=C(C(=C(C(=O)N(CC)CC)C1)OC=1C=NC(=CC1)Cl)F (5-bromo-2-(6-chloropyridin-3-yloxy)-N,N-diethyl-3-fluorobenzamide). RXN SMILES: [Br:1][C:2]1[CH:3]=[C:4]([F:19])[C:5]([O:11][C:12]2[CH:13]=[N:14][C:15]([Cl:18])=[CH:16][CH:17]=2)=[C:6]([CH:10]=1)[C:7]([OH:9])=O.[CH2:20]([NH:22][CH2:23][CH3:24])[CH3:21]>C(Cl)Cl>[Br:1][C:2]1[CH:3]=[C:4]([F:19])[C:5]([O:11][C:12]2[CH:13]=[N:14][C:15]([Cl:18])=[CH:16][CH:17]=2)=[C:6]([CH:10]=1)[C:7]([N:22]([CH2:23][CH3:24])[CH2:20][CH3:21])=[O:9]. Procedure details: (N,N,N′,N′-tetramethyl-o-(1H-benzotriazol-1-yl)uronium tetrafluoroborate (53.1 g, 165 mmol) was added to a solution of 5-bromo-2-(6-chloropyridin-3-yloxy)-3-fluorobenzoic acid (38.2 g, 110 mmol) and diethylamine (63.3 mL, 606 mmol) in CH2Cl2 (500 mL) at 0° C. After stirring 5 hours at RT, the reaction was quenched with saturated aqueous sodium bicarbonate (250 mL) at RT and diluted with water (100 mL) and the organics was removed in vacuo. The mixture was diluted with EtOAc (250 mL) and the laye... Starting materials: CC(C)(C)OC(=O)NCCBr, O=C([O-])[O-], COc1ccc(-c2cc(S)c3ccncc3c2)cc1, CC(C)=O, [K+], [K+], [Na]. The product is COc1ccc(-c2cc(SCCNC(=O)OC(C)(C)C)c3ccncc3c2)cc1. RXN SMILES: [C:21]([CH3:22])([CH3:23])([CH3:24])[O:25][C:26]([NH:27][CH2:28][CH2:29][Br:30])=[O:31].[C:32](=[O:33])([O-:34])[O-:35].[CH3:2][O:3][c:4]1[cH:5][cH:6][c:7](-[c:10]2[cH:11][c:12]([SH:20])[c:13]3[cH:14][cH:15][n:16][cH:17][c:18]3[cH:19]2)[cH:8][cH:9]1.[CH3:38][C:39](=[O:40])[CH3:41].[K+:36].[K+:37].[Na:1]>>[CH3:2][O:3][c:4]1[cH:5][cH:6][c:7](-[c:10]2[cH:11][c:12]([S:20][CH2:29][CH2:28][NH:27][C:26]([O:25][C:21]([CH3:22])([CH3:23])[CH3:24])=[O:31])[c:13]3[cH:14][cH:15][n:16][cH:17][c:18]3[cH:19]2)[cH:8][cH:9]1. Reactants: C(CCC)[Li] (n-butyllithium), N1=CN=CC=C1 (pyrimidine), C(CCC)[Sn](CCCC)(CCCC)Cl (tri-n-butyltin chloride), CC1(NC(CCC1)(C)C)C (2,2,6,6-tetramethylpiperidine). Run in CCCCCC (hexane), O (water), O1CCCC1 (tetrahydrofuran), O1CCCC1 (tetrahydrofuran). Reaction conditions: temperature 0 celsius, time 30 minute. Product: N1=CN=C(C=C1)[Sn](CCCC)(CCCC)CCCC ((4-Pyrmidyl)tri-n-butyltin). RXN SMILES: C([Li])CCC.CC1(C)CCCC(C)(C)N1.[N:16]1[CH:21]=[CH:20][CH:19]=[N:18][CH:17]=1.[CH2:22]([Sn:26](Cl)([CH2:31][CH2:32][CH2:33][CH3:34])[CH2:27][CH2:28][CH2:29][CH3:30])[CH2:23][CH2:24][CH3:25]>O.O1CCCC1.CCCCCC>[N:16]1[CH:21]=[CH:20][C:19]([Sn:26]([CH2:27][CH2:28][CH2:29][CH3:30])([CH2:31][CH2:32][CH2:33][CH3:34])[CH2:22][CH2:23][CH2:24][CH3:25])=[N:18][CH:17]=1. Procedure details: 5.8 ml of a hexane solution containing 2.52 mol of n-butyllithium was slowly added dropwise into a solution of 20 ml of tetrahydrofuran containing 2.5 ml of 2,2,6,6-tetramethylpiperidine. After stirring at 0° C. for 30 minutes, a mixture of 0.98 ml of pyrimidine, 4.6 ml of tri-n-butyltin chloride and 20 ml of tetrahydrofuran was slowly added dropwise thereinto. After stirring at −78° C. for 4 hours, water was added to the reaction solution and then extracted with ethyl acetate. The organic phase...